This data is from the Open Reaction Database (ORD), a public repository of structured organic reaction records. The task is: describe an organic reaction: reactants, conditions, products, and yield Starting materials: CCCCCC, Cc1ccccc1, CN(C)C=O, O=C(Cl)Cl, O=[N+]([O-])c1cc(Cl)cnc1O. The product is O=[N+]([O-])c1cc(Cl)cnc1Cl. RXN SMILES: [CH3:16][CH2:17][CH2:18][CH2:19][CH2:20][CH3:21].[CH3:22][c:23]1[cH:24][cH:25][cH:26][cH:27][cH:28]1.[CH3:29][N:30]([CH3:31])[CH:32]=[O:33].[Cl:1][C:2](=[O:3])[Cl:4].[Cl:5][c:6]1[cH:7][c:8]([N+:13](=[O:14])[O-:15])[c:9]([OH:12])[n:10][cH:11]1>>[Cl:1][c:9]1[c:8]([N+:13](=[O:14])[O-:15])[cH:7][c:6]([Cl:5])[cH:11][n:10]1. Starting materials: [H-].[Na+] (sodium hydride), Cl (hydrochloric acid), ClC1=C(C(=C(C(=O)OC)C=C1)SC)C (methyl 4-chloro-3-methyl-2-(methylsulphenyl)benzoate), CC(=O)C1CC1 (cyclopropyl methyl ketone). The solvent is O1CCCC1 (tetrahydrofuran), O1CCCC1 (tetrahydrofuran). The product is ClC1=C(C(=C(C=C1)C(CC(=O)C1CC1)=O)SC)C (1-(4-chloro-3-methyl-2-methylsulphenylphenyl)-3-cyclopropylpropan-1,3-dione). Yield: 84.5%. As a reaction SMILES: [Cl:1][C:2]1[CH:11]=[CH:10][C:5]([C:6]([O:8]C)=O)=[C:4]([S:12][CH3:13])[C:3]=1[CH3:14].[CH3:15][C:16]([CH:18]1[CH2:20][CH2:19]1)=[O:17].[H-].[Na+].Cl>O1CCCC1>[Cl:1][C:2]1[CH:11]=[CH:10][C:5]([C:6](=[O:8])[CH2:15][C:16]([CH:18]2[CH2:20][CH2:19]2)=[O:17])=[C:4]([S:12][CH3:13])[C:3]=1[CH3:14] |f:2.3|. Procedure details: A mixture of methyl 4-chloro-3-methyl-2-(methylsulphenyl)benzoate (19.5 g) and cyclopropyl methyl ketone (13.4 g) in dry tetrahydrofuran was added to a stirred heated suspension of sodium hydride (80% oil dispersion, 4.8 g) in dry tetrahydrofuran. The mixture was stirred and heated at reflux for 2 hours. It was cooled and hydrochloric acid (2 ml) was added. The layers were separated and the aqueous layer was extracted with ether. The combined organic layers were washed with water, saturated aque... Starting materials: CCO, [H][H], [N-]=[N+]=NCC(=O)Nc1ccc(S(=O)(=O)c2cccc(Cl)c2)cc1, C1COCCO1. Product: NCC(=O)Nc1ccc(S(=O)(=O)c2cccc(Cl)c2)cc1. RXN SMILES: [CH3:32][CH2:33][OH:34].[H:24][H:25].[N:1](=[N+:2]=[N-:3])[CH2:4][C:5](=[O:6])[NH:7][c:8]1[cH:9][cH:10][c:11]([S:14](=[O:15])(=[O:16])[c:17]2[cH:18][c:19]([Cl:23])[cH:20][cH:21][cH:22]2)[cH:12][cH:13]1.[O:26]1[CH2:27][CH2:28][O:29][CH2:30][CH2:31]1>>[NH2:1][CH2:4][C:5](=[O:6])[NH:7][c:8]1[cH:9][cH:10][c:11]([S:14](=[O:15])(=[O:16])[c:17]2[cH:18][c:19]([Cl:23])[cH:20][cH:21][cH:22]2)[cH:12][cH:13]1. The reactants are BrBr (bromine), C(C1=CC=CC=C1)C1=CC=C(N)C=C1 (4-benzylaniline), [S-]C#N.[NH4+] (ammonium thiocyanate). Run in C(C)(=O)O (acetic acid). Reaction conditions: time 2 hour. Yields the product NC=1SC2=C(N1)C=CC(=C2)CC2=CC=CC=C2 (2-Amino-6-benzylbenzothiazole). Isolated yield 72.2%. As a reaction SMILES: BrBr.[CH2:3]([C:10]1[CH:16]=[CH:15][C:13]([NH2:14])=[CH:12][CH:11]=1)[C:4]1[CH:9]=[CH:8][CH:7]=[CH:6][CH:5]=1.[S-:17][C:18]#[N:19].[NH4+]>C(O)(=O)C>[NH2:19][C:18]1[S:17][C:15]2[CH:16]=[C:10]([CH2:3][C:4]3[CH:5]=[CH:6][CH:7]=[CH:8][CH:9]=3)[CH:11]=[CH:12][C:13]=2[N:14]=1 |f:2.3|. Procedure: 11.2 ml of bromine were added dropWise to a solution of 39.7 g of 4-benzylaniline and 33 g of ammonium thiocyanate in 400 ml of acetic acid at a temperature of from 12 to 18° C. After completion of the addition, the mixture was stirred at room temperature for 2 hours and then the solvent was distilled off. The residue was mixed with 600 ml of ethyl acetate and 300 ml of water and the mixture was neutralized by the addition of potassium carbonate powder The ethyl acetate layer was separated, wash... Starting materials: Cl.ClCCN1CCCC1 (1-(2-Chloroethyl)pyrrolidine hydrochloride), C(C1=CC=CC=C1)OC1=CC(N(C=C1)C1=CC=C2C3=C(N(C2=C1)C)CNCC3)=O (4-(benzyloxy)-1-(9-methyl-2,3,4,9,-tetrahydro-1H-pyrido[3,4-b]indol-7-yl)pyridine-2(1H)-one), C(C)(C)N(CC)C(C)C (diisoproylethyl amine). The solvent is CCO (EtOH). Conditions: temperature 65 celsius. Product: Cl.C(C1=CC=CC=C1)OC1=CC(N(C=C1)C1=CC=C2C3=C(N(C2=C1)C)CN(CC3)CCN3CCCC3)=O (4-(Benzyloxy)-1-(9-methyl-2-(2-(pyrrolidin-1-yl)ethyl)-2,3,4,9,-tetrahydro-1H-pyrido[3,4-b]indol-7-yl)pyridine-2(1H)-one hydrochloride). The yield is 7.1%. As a reaction SMILES: Cl.[Cl:2][CH2:3][CH2:4][N:5]1[CH2:9][CH2:8][CH2:7][CH2:6]1.[CH2:10]([O:17][C:18]1[CH:23]=[CH:22][N:21]([C:24]2[CH:32]=[C:31]3[C:27]([C:28]4[CH2:37][CH2:36][NH:35][CH2:34][C:29]=4[N:30]3[CH3:33])=[CH:26][CH:25]=2)[C:20](=[O:38])[CH:19]=1)[C:11]1[CH:16]=[CH:15][CH:14]=[CH:13][CH:12]=1.C(N(C(C)C)CC)(C)C>CCO>[ClH:2].[CH2:10]([O:17][C:18]1[CH:23]=[CH:22][N:21]([C:24]2[CH:32]=[C:31]3[C:27]([C:28]4[CH2:37][CH2:36][N:35]([CH2:3][CH2:4][N:5]5[CH2:9][CH2:8][CH2:7][CH2:6]5)[CH2:34][C:29]=4[N:30]3[CH3:33])=[CH:26][CH:25]=2)[C:20](=[O:38])[CH:19]=1)[C:11]1[CH:12]=[CH:13][CH:14]=[CH:15][CH:16]=1 |f:0.1,5.6|. Procedure: 1-(2-Chloroethyl)pyrrolidine hydrochloride (50 mg, 0.29 mmol) was added to a solution of 4-(benzyloxy)-1-(9-methyl-2,3,4,9,-tetrahydro-1H-pyrido[3,4-b]indol-7-yl)pyridine-2(1H)-one (0.10 g, 0.27 mmol) and diisoproylethyl amine (0.14 mL) in EtOH (4 mL), and the resulting solution was heated at 65° C. for 2 h. The reaction mixture was concentrated to dryness under reduced pressure. Purification by flash column chromatography (40 g ISCO column, CH2Cl2/(80:18:2 CH2Cl2/MeOH/NH4OH), 100:0 hold 5 colum... Starting materials: C(#N)C=1C(=C(N(C1CC)C)C(=O)O)C1=CC=C(C=C1)OCC1=C(C=CC=C1)F (4-cyano-5-ethyl-3-[4-(2-fluoro-benzyloxy)-phenyl]-1-methyl-1H-pyrrole-2-carboxylic acid), CS(=O)(=O)N (methanesulfonamide), Cl.CN(CCCN=C=NCC)C (1-(3-dimethylaminopropyl)-3-ethylcarbodiimide hydrochloride), Cl (HCl). Reagents/catalysts: CN(C1=CC=NC=C1)C (4-dimethylaminopyridine). The solvent is C(Cl)Cl (methylene chloride). Reaction conditions: time 8 hour. Product: C(#N)C=1C(=C(N(C1CC)C)C(=C)NS(=O)(=O)C)C1=CC=C(C=C1)OCC1=C(C=CC=C1)F (N-(1-{4-cyano-5-ethyl-3-[4-(2-fluoro-benzyloxy)-phenyl]-1-methyl-1H-pyrrole-2-yl}-vinyl)-methanesulfonamide). Yield: 60.2%. RXN SMILES: [C:1]([C:3]1[C:4]([C:14]2[CH:19]=[CH:18][C:17]([O:20][CH2:21][C:22]3[CH:27]=[CH:26][CH:25]=[CH:24][C:23]=3[F:28])=[CH:16][CH:15]=2)=[C:5]([C:11](O)=O)[N:6]([CH3:10])[C:7]=1[CH2:8][CH3:9])#[N:2].[CH3:29][S:30]([NH2:33])(=[O:32])=[O:31].Cl.[CH3:35]N(C)CCCN=C=NCC.Cl>CN(C)C1C=CN=CC=1.C(Cl)Cl>[C:1]([C:3]1[C:4]([C:14]2[CH:19]=[CH:18][C:17]([O:20][CH2:21][C:22]3[CH:27]=[CH:26][CH:25]=[CH:24][C:23]=3[F:28])=[CH:16][CH:15]=2)=[C:5]([C:11]([NH:33][S:30]([CH3:29])(=[O:32])=[O:31])=[CH2:35])[N:6]([CH3:10])[C:7]=1[CH2:8][CH3:9])#[N:2] |f:2.3|. Procedure details: Mix together 4-cyano-5-ethyl-3-[4-(2-fluoro-benzyloxy)-phenyl]-1-methyl-1H-pyrrole-2-carboxylic acid (100 mg, 0.26 mmol, prepared in example A-171), methanesulfonamide (27 mg, 1.1 Eq.), 1-(3-dimethylaminopropyl)-3-ethylcarbodiimide hydrochloride (60 mg, 1.2 Eq.), and 4-dimethylaminopyridine (35 mg, 1.1 Eq.) in methylene chloride (8 mL) and stir overnight at room temperature under a nitrogen atmosphere. Pour the mixture into 1N HCl and extract the desired amide into methylene chloride. Separate l...